Dataset: the Open Reaction Database (ORD), a public repository of structured organic reaction records. Task: describe an organic reaction: reactants, conditions, products, and yield Reactants: CC(C)(C)OC(=O)NCc1ncccc1CNC(=O)c1ccc(C2=CCCC2)nc1NCCc1cccc(F)c1, CO, Cl, C1COCCO1. Product: NCc1ncccc1CNC(=O)c1ccc(C2=CCCC2)nc1NCCc1cccc(F)c1. RXN SMILES: [C:1]1([c:6]2[n:7][c:8]([NH:31][CH2:32][CH2:33][c:34]3[cH:35][c:36]([F:40])[cH:37][cH:38][cH:39]3)[c:9]([C:10](=[O:11])[NH:12][CH2:13][c:14]3[c:15]([CH2:20][NH:21][C:22](=[O:23])[O:24][C:25]([CH3:26])([CH3:27])[CH3:28])[n:16][cH:17][cH:18][cH:19]3)[cH:29][cH:30]2)=[CH:2][CH2:3][CH2:4][CH2:5]1.[CH3:48][OH:49].[ClH:41].[O:42]1[CH2:43][CH2:44][O:45][CH2:46][CH2:47]1>>[C:1]1([c:6]2[n:7][c:8]([NH:31][CH2:32][CH2:33][c:34]3[cH:35][c:36]([F:40])[cH:37][cH:38][cH:39]3)[c:9]([C:10](=[O:11])[NH:12][CH2:13][c:14]3[c:15]([CH2:20][NH2:21])[n:16][cH:17][cH:18][cH:19]3)[cH:29][cH:30]2)=[CH:2][CH2:3][CH2:4][CH2:5]1. Starting materials: BrC=1C=CC2=C(C=C(CCN2C2=CC=C(C=C2)S(N)(=O)=O)C(=O)OC)C1 (methyl 7-bromo-1-(4-sulfamoylphenyl)-2,3-dihydro-1H-1-benzazepine-4-carboxylate), B(OC1=CC=C(C=C1)OCCOCCCC)([O-])[O-] (4-(2-butoxyethoxy)phenyl borate), C([O-])([O-])=O.[K+].[K+] (potassium carbonate), C(C)O (ethanol). The reagents and catalysts are C=1C=CC(=CC1)[P](C=2C=CC=CC2)(C=3C=CC=CC3)[Pd]([P](C=4C=CC=CC4)(C=5C=CC=CC5)C=6C=CC=CC6)([P](C=7C=CC=CC7)(C=8C=CC=CC8)C=9C=CC=CC9)[P](C=1C=CC=CC1)(C=1C=CC=CC1)C=1C=CC=CC1 (tetrakis(triphenylphosphine)palladium). Run in C1(=CC=CC=C1)C (toluene). Reaction conditions: time 30 minute. The product is C(CCC)OCCOC1=CC=C(C=C1)C=1C=CC2=C(C=C(CCN2C2=CC=C(C=C2)S(N)(=O)=O)C(=O)OC)C1 (methyl 7-[4-(2-butoxyethoxy)phenyl]-1-(4-sulfamoylphenyl)-2,3-dihydro-1H-1-benzazepine-4-carboxylate). The yield is 87.1%. Reaction SMILES: Br[C:2]1[CH:3]=[CH:4][C:5]2[N:11]([C:12]3[CH:17]=[CH:16][C:15]([S:18](=[O:21])(=[O:20])[NH2:19])=[CH:14][CH:13]=3)[CH2:10][CH2:9][C:8]([C:22]([O:24][CH3:25])=[O:23])=[CH:7][C:6]=2[CH:26]=1.B([O-])([O-])O[C:29]1[CH:34]=[CH:33][C:32]([O:35][CH2:36][CH2:37][O:38][CH2:39][CH2:40][CH2:41][CH3:42])=[CH:31][CH:30]=1.C(=O)([O-])[O-].[K+].[K+].C(O)C>C1C=CC([P]([Pd]([P](C2C=CC=CC=2)(C2C=CC=CC=2)C2C=CC=CC=2)([P](C2C=CC=CC=2)(C2C=CC=CC=2)C2C=CC=CC=2)[P](C2C=CC=CC=2)(C2C=CC=CC=2)C2C=CC=CC=2)(C2C=CC=CC=2)C2C=CC=CC=2)=CC=1.C1(C)C=CC=CC=1>[CH2:39]([O:38][CH2:37][CH2:36][O:35][C:32]1[CH:31]=[CH:30][C:29]([C:2]2[CH:3]=[CH:4][C:5]3[N:11]([C:12]4[CH:13]=[CH:14][C:15]([S:18](=[O:20])(=[O:21])[NH2:19])=[CH:16][CH:17]=4)[CH2:10][CH2:9][C:8]([C:22]([O:24][CH3:25])=[O:23])=[CH:7][C:6]=3[CH:26]=2)=[CH:34][CH:33]=1)[CH2:40][CH2:41][CH3:42] |f:2.3.4,^1:57,59,78,97|. Reported procedure: A mixture of methyl 7-bromo-1-(4-sulfamoylphenyl)-2,3-dihydro-1H-1-benzazepine-4-carboxylate (0.31 g), 4-(2-butoxyethoxy)phenyl borate (0.22 g), 1M potassium carbonate solution (3 ml), ethanol (5 ml) and toluene (50 ml) was stirred under argon atmosphere at room temperature for 30 minutes. To the mixture was added tetrakis(triphenylphosphine)palladium (0.04 g), and the mixture was refluxed under argon atmosphere for 3 hours and extracted with ethyl acetate. The organic layer was washed with wate... Reactants: O=C1OC(=NN1)C=1OC2=C(N1)C=CC=C2 (2-(2-oxo-3H-1,3,4-oxadiazole-5-yl)benzoxazole), C(C)(=O)OC(C)=O (acetic anhydride), O (water). Solvent: C(C)(=O)O (acetic acid). Product: O=C1OC(=NN1C(C)=O)C=1OC2=C(N1)C=CC=C2 (2-(2-oxo-3-acetyl-3H-1,3,4-oxadiazole-5-yl)benzoxazole). As a reaction SMILES: [O:1]=[C:2]1[NH:6][N:5]=[C:4]([C:7]2[O:8][C:9]3[CH:15]=[CH:14][CH:13]=[CH:12][C:10]=3[N:11]=2)[O:3]1.[C:16](OC(=O)C)(=[O:18])[CH3:17].O>C(O)(=O)C>[O:1]=[C:2]1[N:6]([C:16](=[O:18])[CH3:17])[N:5]=[C:4]([C:7]2[O:8][C:9]3[CH:15]=[CH:14][CH:13]=[CH:12][C:10]=3[N:11]=2)[O:3]1. Procedure details: 5.0 g of 2-(2-oxo-3H-1,3,4-oxadiazole-5-yl)benzoxazole in 50 ml of acetic acid containing 5 ml of acetic anhydride was heated for 1 hour at 100°. The mixture was poured into water and the crystalline product filtered. Recrystallization from acetonitrile gave mp. of 231°-232°. Starting materials: OC=1C(=C2CC[C@](OC2=C(C1C)C)(C(=O)NCCO)C)C ((S)-6-hydroxy-N-(2-hydroxyethyl)-2,5,7,8-tetramethylchroman-2-carboxamide), O=[N+]([O-])[O-].[O-][N+]([O-])=O.[O-][N+]([O-])=O.[O-][N+]([O-])=O.[O-][N+]([O-])=O.[O-][N+]([O-])=O.[Ce+4].[NH4+].[NH4+] (CAN). Product: O[C@](C(=O)NCCO)(CCC1=C(C(C(=C(C1=O)C)C)=O)C)C ((S)-2-hydroxy-N-(2-hydroxyethyl)-2-methyl-4-(2,4,5-trimethyl-3,6-dioxocyclohexa-1,4-dienyl)butanamide). Yield: 90.5%. RXN SMILES: [OH:1][C:2]1[C:3]([CH3:21])=[C:4]2[C:9](=[C:10]([CH3:13])[C:11]=1[CH3:12])[O:8][C@:7]([CH3:20])([C:14]([NH:16][CH2:17][CH2:18][OH:19])=[O:15])[CH2:6][CH2:5]2.[O:22]=[N+]([O-])[O-].[O-][N+](=O)[O-].[O-][N+](=O)[O-].[O-][N+](=O)[O-].[O-][N+](=O)[O-].[O-][N+](=O)[O-].[Ce+4].[NH4+].[NH4+]>>[OH:22][C@@:7]([CH3:20])([CH2:6][CH2:5][C:4]1[C:9](=[O:8])[C:10]([CH3:13])=[C:11]([CH3:12])[C:2](=[O:1])[C:3]=1[CH3:21])[C:14]([NH:16][CH2:17][CH2:18][OH:19])=[O:15] |f:1.2.3.4.5.6.7.8.9|. Procedure: Oxidation as described in protocol B, using 3.50 g (11.93 mmol) of (S)-6-hydroxy-N-(2-hydroxyethyl)-2,5,7,8-tetramethylchroman-2-carboxamide and 13.73 g CAN (25.06 mmol) yielded 3.341 g of (S)-2-hydroxy-N-(2-hydroxyethyl)-2-methyl-4-(2,4,5-trimethyl-3,6-dioxocyclohexa-1,4-dienyl)butanamide as a yellow solid.